This data is from the Open Reaction Database (ORD), a public repository of structured organic reaction records. The task is: describe an organic reaction: reactants, conditions, products, and yield Reaction conditions: time 15 minute. The product is O=C(C(C(=O)OCC)C=1C=NC=CC1)C1=CC=CC=C1 (Ethyl 3-Oxo-3-phenyl-2-(pyridin-3-yl)propanoate). Procedure details: To a cooled solution (−78° C.) of ethyl 2-(pyridin-3-yl)acetate (1.842 mL, 12.11 mmol) in THF (12.2 mL) was added LiHMDS (12.11 mL, 12.11 mmol) and the mixture was stirred 15 min. A solution of benzoyl chloride (1.474 mL, 12.71 mmol) in THF (24.4 mL) was added slowly and the mixture was warmed to room temperature and stirred for 12 h. The reaction was quenched with AcOH (1.386 mL, 24.21 mmol), diluted with H2O (50 mL), and extracted with EtOAc (3×75 mL). The combined extracts were washed with br... Solvent: C1CCOC1 (THF), O (H2O), C1CCOC1 (THF). RXN SMILES: [N:1]1[CH:6]=[CH:5][CH:4]=[C:3]([CH2:7][C:8]([O:10][CH2:11][CH3:12])=[O:9])[CH:2]=1.[Li+].C[Si]([N-][Si](C)(C)C)(C)C.[C:23](Cl)(=[O:30])[C:24]1[CH:29]=[CH:28][CH:27]=[CH:26][CH:25]=1.CC(O)=O>C1COCC1.O>[O:30]=[C:23]([C:24]1[CH:29]=[CH:28][CH:27]=[CH:26][CH:25]=1)[CH:7]([C:3]1[CH:2]=[N:1][CH:6]=[CH:5][CH:4]=1)[C:8]([O:10][CH2:11][CH3:12])=[O:9] |f:1.2|. Starting materials: N1=CC(=CC=C1)CC(=O)OCC (ethyl 2-(pyridin-3-yl)acetate), [Li+].C[Si](C)(C)[N-][Si](C)(C)C (LiHMDS), CC(=O)O (AcOH), C(C1=CC=CC=C1)(=O)Cl (benzoyl chloride). The yield is 55.8%. Starting materials: CCO, CC(=O)O, O=C(Nc1nc2ccccc2n1CCCN1CCN(Cc2ccccc2)CC1)c1ccc(C(F)(F)F)cc1, [H][H]. Yields the product O=C(Nc1nc2ccccc2n1CCCN1CCNCC1)c1ccc(C(F)(F)F)cc1. RXN SMILES: [CH3:1][CH2:2][OH:3].[CH3:44][C:45](=[O:46])[OH:47].[F:4][C:5]([c:6]1[cH:7][cH:8][c:9]([C:10](=[O:11])[NH:12][c:13]2[n:14][c:15]3[c:16]([n:17]2[CH2:18][CH2:19][CH2:20][N:21]2[CH2:22][CH2:23][N:24]([CH2:27][c:28]4[cH:29][cH:30][cH:31][cH:32][cH:33]4)[CH2:25][CH2:26]2)[cH:34][cH:35][cH:36][cH:37]3)[cH:38][cH:39]1)([F:40])[F:41].[H:42][H:43]>>[F:4][C:5]([c:6]1[cH:7][cH:8][c:9]([C:10](=[O:11])[NH:12][c:13]2[n:14][c:15]3[c:16]([n:17]2[CH2:18][CH2:19][CH2:20][N:21]2[CH2:22][CH2:23][NH:24][CH2:25][CH2:26]2)[cH:34][cH:35][cH:36][cH:37]3)[cH:38][cH:39]1)([F:40])[F:41]. Starting materials: C1(=CC=CC=C1)CC(=O)N[C@@H](CCC(=O)O)C(N)=O (Phenylacetylisoglutamine), C1(=CC=CC=C1)CC(=O)Cl (phenylacetyl chloride), N[C@@H](CCC(N)=O)C(=O)O (L-glutamine). The product is C1(=CC=CC=C1)CC(=O)N[C@@H](CCC(N)=O)C(=O)O (phenylacetylglutamine). As a reaction SMILES: C1(CC(N[C@H](C(=O)N)CCC(O)=O)=O)C=CC=CC=1.[C:20]1([CH2:26][C:27](Cl)=[O:28])[CH:25]=[CH:24][CH:23]=[CH:22][CH:21]=1.[NH2:30][C@H:31]([C:37]([OH:39])=[O:38])[CH2:32][CH2:33][C:34](=[O:36])[NH2:35]>>[C:20]1([CH2:26][C:27]([NH:30][C@H:31]([C:37]([OH:39])=[O:38])[CH2:32][CH2:33][C:34](=[O:36])[NH2:35])=[O:28])[CH:25]=[CH:24][CH:23]=[CH:22][CH:21]=1. Procedure details: Phenylacetylisoglutamine can be synthesized by the reaction of phenylacetyl chloride with L-glutamine to yield phenylacetylglutamine, with subsequent heating under vacuum at 160° C. to yield 3-phenylacetylamino-2,6-piperidinedione, which can then be treated with sodium hydroxide. Also, phenylacetylisoglutamine can be prepared by treatment of phenylacetic acid with N,N′-disuccinimidyl carbonate in acetonitrile followed by reaction with L-isoglutamine in the presence of NaHCO3 in a 1:1 acetonitril... Starting materials: C(C)(C)(C)OC(=O)N1CCC(CC1)(C(=O)O)C (1-[(tert-butoxy)carbonyl]-4-methylpiperidine-4-carboxylic acid), ClC=1C=CC(=C(C1)C1=NN(C=C1NC(=O)C=1C=NN2C1N=CC=C2)CC(=O)N2CCC(CC2)C(=O)OCC2CCN(CC2)C)OC(F)F ((1-methylpiperidin-4-yl)methyl 1-(2-[3-[5-chloro-2-(difluoromethoxy)phenyl]-4-[pyrazolo[1,5-a]pyrimidine-3-amido]-1H-pyrazol-1-yl]acetyl)piperidine-4-carboxylate). The product is ClC=1C=CC(=C(C1)C1=NN(C=C1NC(=O)C=1C=NN2C1N=CC=C2)CC(=O)N2CCC(CC2)(C(=O)OCC2CCN(CC2)C)C)OC(F)F ((1-methylpiperidin-4-yl)methyl 1-(2-[3-[5-chloro-2-(difluoromethoxy)phenyl]-4-[pyrazolo[1,5-a]pyrimidine-3-amido]-1H-pyrazol-1-yl]acetyl)-4-methylpiperidine-4-carboxylate). RXN SMILES: [Cl:1][C:2]1[CH:3]=[CH:4][C:5]([O:45][CH:46]([F:48])[F:47])=[C:6]([C:8]2[C:12]([NH:13][C:14]([C:16]3[CH:17]=[N:18][N:19]4[CH:24]=[CH:23][CH:22]=[N:21][C:20]=34)=[O:15])=[CH:11][N:10]([CH2:25][C:26]([N:28]3[CH2:33][CH2:32][CH:31]([C:34]([O:36][CH2:37][CH:38]4[CH2:43][CH2:42][N:41]([CH3:44])[CH2:40][CH2:39]4)=[O:35])[CH2:30][CH2:29]3)=[O:27])[N:9]=2)[CH:7]=1.[C:49](OC(N1CCC(C)(C(O)=O)CC1)=O)(C)(C)C>>[Cl:1][C:2]1[CH:3]=[CH:4][C:5]([O:45][CH:46]([F:48])[F:47])=[C:6]([C:8]2[C:12]([NH:13][C:14]([C:16]3[CH:17]=[N:18][N:19]4[CH:24]=[CH:23][CH:22]=[N:21][C:20]=34)=[O:15])=[CH:11][N:10]([CH2:25][C:26]([N:28]3[CH2:29][CH2:30][C:31]([CH3:49])([C:34]([O:36][CH2:37][CH:38]4[CH2:43][CH2:42][N:41]([CH3:44])[CH2:40][CH2:39]4)=[O:35])[CH2:32][CH2:33]3)=[O:27])[N:9]=2)[CH:7]=1. Reported procedure: Using synthetic method analogous to that of (1-methylpiperidin-4-yl)methyl 1-(2-[3-[5-chloro-2-(difluoromethoxy)phenyl]-4-[pyrazolo[1,5-a]pyrimidine-3-amido]-1H-pyrazol-1-yl]acetyl)piperidine-4-carboxylate, the title compound was prepared from 1-[(tert-butoxy)carbonyl]-4-methylpiperidine-4-carboxylic acid. LCMS (Method 28) [M+H]+=699.2, RT=0.95 min. 1H NMR (400 MHz, DMSO-d6) δ: (ppm) 9.75 (s, 1H), 9.34 (dd, 1H, J=1.6, 7.2 Hz), 8.69-8.68 (m, 2H), 8.31 (s, 1H), 7.63 (dd, 1H, J=2.4, 8.8 Hz), 7.55 (... Reactants: CC(C)(C)OC(=O)N1C(CCOc2ccc(C(F)(F)F)cn2)COC1(C)C, CC#N, CCOC(C)=O, [Na+], [OH-], O, O=C(O)C(F)(F)F. The product is NC(CO)CCOc1ccc(C(F)(F)F)cn1. RXN SMILES: [C:8]([O:9][C:10](=[O:14])[N:15]1[C:11]([CH3:12])([CH3:13])[O:17][CH2:18][CH:19]1[CH2:20][CH2:21][O:22][c:23]1[n:24][cH:25][c:26]([C:29]([F:30])([F:31])[F:32])[cH:27][cH:28]1)([CH3:16])([CH3:33])[CH3:34].[CH3:38][C:39]#[N:40].[CH3:41][CH2:42][O:43][C:44](=[O:45])[CH3:46].[Na+:36].[OH-:35].[OH2:37].[OH:1][C:2]([C:3]([F:4])([F:5])[F:6])=[O:7]>>[NH2:15][CH:19]([CH2:18][OH:17])[CH2:20][CH2:21][O:22][c:23]1[n:24][cH:25][c:26]([C:29]([F:30])([F:31])[F:32])[cH:27][cH:28]1. Reactants: [H-].C(C(C)C)[Al+]CC(C)C (Diisobutyl aluminum hydride), C(CCC)OC1=NC(=C(C=C1C#N)C1=CC=C(C=C1)S(=O)(=O)C)C1=CC=C(C=C1)F (2-butoxy-6-(4-fluorophenyl)-5-[4-(methylsulfonyl)phenyl]pyridine-3-carbonitrile), O (water). Run in CO (methyl alcohol), C1(=CC=CC=C1)C (toluene), CO (Methyl alcohol). Yields the product C(CCC)OC1=NC(=C(C=C1C=O)C1=CC=C(C=C1)S(=O)(=O)C)C1=CC=C(C=C1)F (2-Butoxy-6-(4-fluorophenyl)-5-[4-(methylsulfonyl)phenyl]pyridine-3-carboxaldehyde). RXN SMILES: [H-].C([Al+]CC(C)C)C(C)C.[CH2:11]([O:15][C:16]1[C:21]([C:22]#N)=[CH:20][C:19]([C:24]2[CH:29]=[CH:28][C:27]([S:30]([CH3:33])(=[O:32])=[O:31])=[CH:26][CH:25]=2)=[C:18]([C:34]2[CH:39]=[CH:38][C:37]([F:40])=[CH:36][CH:35]=2)[N:17]=1)[CH2:12][CH2:13][CH3:14].[OH2:41]>C1(C)C=CC=CC=1.CO>[CH2:11]([O:15][C:16]1[C:21]([CH:22]=[O:41])=[CH:20][C:19]([C:24]2[CH:29]=[CH:28][C:27]([S:30]([CH3:33])(=[O:31])=[O:32])=[CH:26][CH:25]=2)=[C:18]([C:34]2[CH:39]=[CH:38][C:37]([F:40])=[CH:36][CH:35]=2)[N:17]=1)[CH2:12][CH2:13][CH3:14] |f:0.1|. Reported procedure: Diisobutyl aluminum hydride (1.0M in toluene, 3 mL, 3 mMol) was added in three portions over 26 hours (0 hours, 24 hours, 26 hours) to a solution of 2-butoxy-6-(4-fluorophenyl)-5-[4-(methylsulfonyl)phenyl]pyridine-3-carbonitrile, Example 14, (0.42 gm, 1 mMol) in toluene (75 mL) and stirred at room temperature. Methyl alcohol (5 mL) was added dropwise followed by a solution of water (5 mL) in methyl alcohol (25 mL). The layers were separated and the organic layer was dried over anhydrous sodium s...